This data is from the Open Reaction Database (ORD), a public repository of structured organic reaction records. The task is: describe an organic reaction: reactants, conditions, products, and yield Reactants: [BH4-], CC(C)(C)OC(=O)N1CCCC(C)(C(=O)c2ccccc2)C1, C1CCOC1, CO, [Na+]. The product is CC(C)(C)OC(=O)N1CCCC(C)(C(O)c2ccccc2)C1. As a reaction SMILES: [BH4-:23].[C:1]([c:2]1[cH:3][cH:4][cH:5][cH:6][cH:7]1)(=[O:8])[C:9]1([CH3:22])[CH2:10][N:11]([C:15](=[O:16])[O:17][C:18]([CH3:19])([CH3:20])[CH3:21])[CH2:12][CH2:13][CH2:14]1.[CH2:25]1[O:26][CH2:27][CH2:28][CH2:29]1.[CH3:30][OH:31].[Na+:24]>>[CH:1]([c:2]1[cH:3][cH:4][cH:5][cH:6][cH:7]1)([OH:8])[C:9]1([CH3:22])[CH2:10][N:11]([C:15](=[O:16])[O:17][C:18]([CH3:19])([CH3:20])[CH3:21])[CH2:12][CH2:13][CH2:14]1. Starting materials: 25, C(C)(=O)NC1=CC=C(C=C1)NCC(=O)OCC (ethyl 2-[[4-(acetylamino)phenyl]amino]acetate), N(=C=O)CCCC (1-isocyanatobutane). The reagents and catalysts are CN(C1=CC=NC=C1)C (N,N-dimethyl-4-pyridinamine). The solvent is ClC(Cl)Cl (trichloromethane). Product: 25.5, C(CCC)N1C(N(CC1=O)C1=CC=C(C=C1)NC(C)=O)=O (N-[4-(3-butyl-2,4-dioxo-1-imidazolidinyl)phenyl]acetamide). Yield: 83.0%. Reaction SMILES: [C:1]([NH:4][C:5]1[CH:10]=[CH:9][C:8]([NH:11][CH2:12][C:13]([O:15]CC)=O)=[CH:7][CH:6]=1)(=[O:3])[CH3:2].[N:18]([CH2:21][CH2:22][CH2:23][CH3:24])=[C:19]=[O:20]>CN(C)C1C=CN=CC=1.ClC(Cl)Cl>[CH2:21]([N:18]1[C:13](=[O:15])[CH2:12][N:11]([C:8]2[CH:7]=[CH:6][C:5]([NH:4][C:1](=[O:3])[CH3:2])=[CH:10][CH:9]=2)[C:19]1=[O:20])[CH2:22][CH2:23][CH3:24]. Procedure: A mixture of 25 parts of ethyl 2-[[4-(acetylamino)phenyl]amino]acetate, 20 parts of 1-isocyanatobutane, 2 parts of N,N-dimethyl-4-pyridinamine and 300 parts of trichloromethane was stirred and refluxed for 48 hours. The reaction mixture was evaporated and the residue was stirred and refluxed for 8 hours in 180 parts of dimethylbenzene. After cooling, the precipitated product was filtered off, washed with 2-propanol and dried, yielding 25.5 parts (83%) of N-[4-(3-butyl-2,4-dioxo-1-imidazolidinyl)...